Task: describe an organic reaction: reactants, conditions, products, and yield. Dataset: the Open Reaction Database (ORD), a public repository of structured organic reaction records The reactants are O=C([O-])[O-], FC(F)(F)Cc1nc2cc(Cl)c(Cl)cc2[nH]1, [K+], [K+], CN(C)C=O, BrCc1ccccc1-c1ccccc1. Yields the product FC(F)(F)Cc1nc2cc(Cl)c(Cl)cc2n1Cc1ccccc1-c1ccccc1. Reaction SMILES: [C:17](=[O:18])([O-:19])[O-:20].[Cl:1][c:2]1[cH:3][c:4]2[c:5]([nH:6][c:7]([CH2:9][C:10]([F:11])([F:12])[F:13])[n:8]2)[cH:14][c:15]1[Cl:16].[K+:21].[K+:22].[O:37]=[CH:38][N:39]([CH3:40])[CH3:41].[c:23]1(-[c:29]2[c:30]([CH2:31][Br:32])[cH:33][cH:34][cH:35][cH:36]2)[cH:24][cH:25][cH:26][cH:27][cH:28]1>>[Cl:1][c:2]1[cH:3][c:4]2[c:5]([n:6][c:7]([CH2:9][C:10]([F:11])([F:12])[F:13])[n:8]2[CH2:31][c:30]2[c:29](-[c:23]3[cH:24][cH:25][cH:26][cH:27][cH:28]3)[cH:36][cH:35][cH:34][cH:33]2)[cH:14][c:15]1[Cl:16]. Reactants: CN(C=1C=C(COCCOCCCCCCN(C(OCC2=CC=CC=C2)=O)C[C@H](O)C2=CC3=C(OC(OC3)(C)C)C=C2)C=CC1)C (benzyl 6-(2-{[3-(dimethylamino)benzyl]oxy}ethoxy)hexyl[(2R)-2-(2,2-dimethyl-4H-1,3-benzodioxin-6-yl)-2-hydroxyethyl]carbamate), IC (iodomethane). Solvent: CN(C)C=O (DMF). Run at time 16 hour. Product: N (ammonia), [I-].CC1(OCC2=C(O1)C=CC(=C2)[C@H](CN(CCCCCCOCCOCC=2C=C(C=CC2)[N+](C)(C)C)C(OCC2=CC=CC=C2)=O)O)C (3-{12-[(2R)-2-(2,2-Dimethyl-4H-1,3-benzodioxin-6-yl)-2-hydroxyethyl]-13-oxo-15-phenyl-2,5,14-trioxa-12-azapentadec-1-yl}-N,N,N-trimethylbenzenaminium iodide). Reaction SMILES: [CH3:1][N:2]([CH3:46])[C:3]1[CH:4]=[C:5]([CH:43]=[CH:44][CH:45]=1)[CH2:6][O:7][CH2:8][CH2:9][O:10][CH2:11][CH2:12][CH2:13][CH2:14][CH2:15][CH2:16][N:17]([CH2:28][C@@H:29]([C:31]1[CH:42]=[CH:41][C:34]2[O:35][C:36]([CH3:40])([CH3:39])[O:37][CH2:38][C:33]=2[CH:32]=1)[OH:30])[C:18](=[O:27])[O:19][CH2:20][C:21]1[CH:26]=[CH:25][CH:24]=[CH:23][CH:22]=1.[I:47][CH3:48]>CN(C=O)C>[NH3:2].[I-:47].[CH3:40][C:36]1([CH3:39])[O:35][C:34]2[CH:41]=[CH:42][C:31]([C@@H:29]([OH:30])[CH2:28][N:17]([C:18](=[O:27])[O:19][CH2:20][C:21]3[CH:26]=[CH:25][CH:24]=[CH:23][CH:22]=3)[CH2:16][CH2:15][CH2:14][CH2:13][CH2:12][CH2:11][O:10][CH2:9][CH2:8][O:7][CH2:6][C:5]3[CH:4]=[C:3]([N+:2]([CH3:48])([CH3:1])[CH3:46])[CH:45]=[CH:44][CH:43]=3)=[CH:32][C:33]=2[CH2:38][O:37]1 |f:4.5|. Procedure: A solution of benzyl 6-(2-{[3-(dimethylamino)benzyl]oxy}ethoxy)hexyl[(2R)-2-(2,2-dimethyl-4H-1,3-benzodioxin-6-yl)-2-hydroxyethyl]carbamate (571 mg) in DMF (9 ml) was treated with iodomethane (0.09 ml) and the mixture was stirred 20° for 16 h. The solvent was evaporated in vacuo and the residue was purified by SPE (silica, 10 g). Elution with methanol-0.880 ammonia (19:1) gave the title compound (346 mg). LCMS RT=2.79 min. The reactants are Cl (HCl), ClC1=CC=C(C=C1)C1=C(C=CC=C1)[C@@H](C1CCN(CC1)C1=CC=C(C(=O)[O-])C=C1)N(C)C ((R)-4-(4-((4′-chlorobiphenyl-2-yl)(dimethylamino)methyl)piperidin-1-yl)benzoate), O1CCN(CC1)CC[C@H](CSC1=CC=CC=C1)NC1=C(C=C(C=C1)S(=O)(=O)N)S(=O)(=O)C(F)(F)F ((R)-4-(4-morpholino-1-(phenylthio)butan-2-ylamino)-3-(trifluoromethylsulfonyl)benzenesulfonamide), O1CCN(CC1)CC[C@H](CSC1=CC=CC=C1)NC1=C(C=C(C=C1)S(=O)(=O)N)S(=O)(=O)C(F)(F)F ((R)-4-(4-morpholino-1-(phenylthio)butan-2-ylamino)-3-(trifluoromethylsulfonyl)benzenesulfonamide), CCN(C(C)C)C(C)C (DIPEA), [Li] (lithium), C(CCl)Cl (EDC). The reagents and catalysts are CN(C)C=1C=CN=CC1 (DMAP). The solvent is C(C)OCC (diethylether), CO (MeOH), C(Cl)Cl (DCM), C(Cl)Cl (DCM). Conditions: time 15 minute. Product: Cl.ClC1=CC=C(C=C1)C1=C(C=CC=C1)[C@@H](C1CCN(CC1)C1=CC=C(C(=O)NS(=O)(=O)C2=CC(=C(C=C2)N[C@@H](CSC2=CC=CC=C2)CCN2CCOCC2)S(=O)(=O)C(F)(F)F)C=C1)N(C)C (4-(4-((R)-(4′-chlorobiphenyl-2-yl)(dimethylamino)methyl)piperidin-1-yl)-N-(4-((R)-4-morpholino-1-(phenylthio)butan-2-ylamino)-3-(trifluoromethylsulfonyl)phenylsulfonyl)benzamide, hydrochloride salt). Yield: 35.0%. RXN SMILES: [Cl:1][C:2]1[CH:7]=[CH:6][C:5]([C:8]2[CH:13]=[CH:12][CH:11]=[CH:10][C:9]=2[C@H:14]([N:30]([CH3:32])[CH3:31])[CH:15]2[CH2:20][CH2:19][N:18]([C:21]3[CH:29]=[CH:28][C:24]([C:25]([O-])=[O:26])=[CH:23][CH:22]=3)[CH2:17][CH2:16]2)=[CH:4][CH:3]=1.[Li].C(Cl)CCl.CCN(C(C)C)C(C)C.[O:47]1[CH2:52][CH2:51][N:50]([CH2:53][CH2:54][C@@H:55]([NH:64][C:65]2[CH:70]=[CH:69][C:68]([S:71]([NH2:74])(=[O:73])=[O:72])=[CH:67][C:66]=2[S:75]([C:78]([F:81])([F:80])[F:79])(=[O:77])=[O:76])[CH2:56][S:57][C:58]2[CH:63]=[CH:62][CH:61]=[CH:60][CH:59]=2)[CH2:49][CH2:48]1.Cl>CN(C1C=CN=CC=1)C.C(Cl)Cl.CO.C(OCC)C>[ClH:1].[Cl:1][C:2]1[CH:3]=[CH:4][C:5]([C:8]2[CH:13]=[CH:12][CH:11]=[CH:10][C:9]=2[C@H:14]([N:30]([CH3:32])[CH3:31])[CH:15]2[CH2:20][CH2:19][N:18]([C:21]3[CH:22]=[CH:23][C:24]([C:25]([NH:74][S:71]([C:68]4[CH:69]=[CH:70][C:65]([NH:64][C@H:55]([CH2:54][CH2:53][N:50]5[CH2:51][CH2:52][O:47][CH2:48][CH2:49]5)[CH2:56][S:57][C:58]5[CH:59]=[CH:60][CH:61]=[CH:62][CH:63]=5)=[C:66]([S:75]([C:78]([F:81])([F:79])[F:80])(=[O:77])=[O:76])[CH:67]=4)(=[O:72])=[O:73])=[O:26])=[CH:28][CH:29]=3)[CH2:17][CH2:16]2)=[CH:6][CH:7]=1 |f:10.11,^1:32|. Reported procedure: (R)-4-(4-((4′-chlorobiphenyl-2-yl)(dimethylamino)methyl)piperidin-1-yl)benzoate, lithium salt (EXAMPLE 36, STEP 1, 0.105 g, 0.23 mmol), DMAP (56 mg, 0.46 mmol), and EDC (0.176 g, 0.92 mmol) were placed in a 40 ml vial and flushed with nitrogen. DCM (4.5 ml) and DIPEA (0.08 ml, 0.46 mmol) were added, and the solution was stirred at r.t for 15 minutes. (R)-4-(4-morpholino-1-(phenylthio)butan-2-ylamino)-3-(trifluoromethylsulfonyl)benzenesulfonamide (INTERMEDIATE 69, 0.127 g, 0.23 mmol) was added to... Yields the product ClC1=NC(=NC(=C1)C)NCC1=C(N=C2N1C=C(C=C2)Cl)C2=CC=C(C=C2)Cl (4-chloro-N-((6-chloro-2-(4-chlorophenyl)imidazo[1,2-a]pyridin-3-yl)methyl)-6-methylpyrimidin-2-amine). Reaction SMILES: Cl.[Cl:2][C:3]1[CH:4]=[CH:5][C:6]2[N:7]([C:9]([CH2:19]Cl)=[C:10]([C:12]3[CH:17]=[CH:16][C:15]([Cl:18])=[CH:14][CH:13]=3)[N:11]=2)[CH:8]=1.[Cl:21][C:22]1[CH:27]=[C:26]([CH3:28])[N:25]=[C:24]([NH2:29])[N:23]=1>>[Cl:21][C:22]1[CH:27]=[C:26]([CH3:28])[N:25]=[C:24]([NH:29][CH2:19][C:9]2[N:7]3[CH:8]=[C:3]([Cl:2])[CH:4]=[CH:5][C:6]3=[N:11][C:10]=2[C:12]2[CH:13]=[CH:14][C:15]([Cl:18])=[CH:16][CH:17]=2)[N:23]=1 |f:0.1|. Procedure details: The title compound was prepared according to Method A and the experimentals described for compound 139 from 6-chloro-3-(chloromethyl)-2-(4-chlorophenyl)imidazo[1,2-a]pyridine hydrochloride and 4-chloro-6-methylpyrimidin-2-amine. 1H-NMR (400 MHz, CDCl3) δ 8.56 (s, 1H), 7.69 (d, J=8.4 Hz, 2H), 7.55 (d, J=9.5 Hz, 1H), 7.40 (d, J=8.5 Hz, 2H), 7.18 (dd, J=1.8, 9.5 Hz, 1H), 6.55 (s, 1H), 5.59 (broad, 1H), 4.99 (d, J=5.6 Hz, 2H), 2.34 (s, 3H); m/e+ 419 for C19H14Cl3N5 [M+H]+. The reactants are compound 139, Cl.ClC=1C=CC=2N(C1)C(=C(N2)C2=CC=C(C=C2)Cl)CCl (6-chloro-3-(chloromethyl)-2-(4-chlorophenyl)imidazo[1,2-a]pyridine hydrochloride), ClC1=NC(=NC(=C1)C)N (4-chloro-6-methylpyrimidin-2-amine). Conditions: time 8 hour. The solvent is ClCCl (dichloromethane). Reactants: ClC1=CC=C(C=C1)NCC1=NC=CC=C1 (2-(4-chlorophenylaminomethyl)pyridine), CS(=O)(=O)Cl (methanesulfonyl chloride), C([O-])([O-])=O.[K+].[K+] (potassium carbonate), CS(=O)(=O)Cl (methanesulfonyl chloride). As a reaction SMILES: [Cl:1][C:2]1[CH:7]=[CH:6][C:5]([NH:8][CH2:9][C:10]2[CH:15]=[CH:14][CH:13]=[CH:12][N:11]=2)=[CH:4][CH:3]=1.C(=O)([O-])[O-].[K+].[K+].[CH3:22][S:23](Cl)(=[O:25])=[O:24]>ClCCl>[Cl:1][C:2]1[CH:7]=[CH:6][C:5]([N:8]([CH2:9][C:10]2[CH:15]=[CH:14][CH:13]=[CH:12][N:11]=2)[S:23]([CH3:22])(=[O:25])=[O:24])=[CH:4][CH:3]=1 |f:1.2.3|. Reported procedure: A 3.3 g. portion of 2-(4-chlorophenylaminomethyl)pyridine was dissolved in 15 ml. of dichloromethane, and 2.7 g. of potassium carbonate and 1.5 ml. of methanesulfonyl chloride were added. The mixture was stirred overnight at ambient temperature, and then was stirred for 1 day under gentle reflux. Another 0.5 ml. of methanesulfonyl chloride was added, and the reflux was continued for several hours. Then the mixture was cooled and filtered, and the filtrate was chromatographed on a silica gel colu... Yields the product ClC1=CC=C(C=C1)N(S(=O)(=O)C)CC1=NC=CC=C1 (N-(4-chlorophenyl)-N-(pyridin-2-ylmethyl)methanesulfonamide). Starting materials: CC=1C(=NC=CC1[N+](=O)[O-])CSC=1NC2=C(N1)C=C1C(=C2)OCO1 (6-[[(3-methyl-4-nitro-2-pyridyl)methyl]thio]-5H-1,3-dioxolo[4,5-f]-benzimidazole), CO (methanol), C[O-].[Na+] (sodium methylate). Run in C(C)(=O)O (acetic acid). Yields the product COC1=C(C(=NC=C1)CSC=1NC2=C(N1)C=C1C(=C2)OCO1)C (6-[[(4-methoxy-3-methyl-2-pyridyl)methyl)thio)-5H-1,3-dioxolo[4,5-f]benzimidazole). RXN SMILES: [CH3:1][C:2]1[C:3]([CH2:11][S:12][C:13]2[NH:14][C:15]3[CH:21]=[C:20]4[O:22][CH2:23][O:24][C:19]4=[CH:18][C:16]=3[N:17]=2)=[N:4][CH:5]=[CH:6][C:7]=1[N+]([O-])=O.[CH3:25][OH:26].C[O-].[Na+]>C(O)(=O)C>[CH3:25][O:26][C:7]1[CH:6]=[CH:5][N:4]=[C:3]([CH2:11][S:12][C:13]2[NH:14][C:15]3[CH:21]=[C:20]4[O:22][CH2:23][O:24][C:19]4=[CH:18][C:16]=3[N:17]=2)[C:2]=1[CH3:1] |f:2.3|. Procedure details: A solution of 500 mg (1.45 mmol) of 6-[[(3-methyl-4-nitro-2-pyridyl)methyl]thio]-5H-1,3-dioxolo[4,5-f]-benzimidazole in 20 ml of abs. methanol is treated with 300 mg of sodium methylate, whereupon the mixture is boiled at reflux under argon for 18 hours. The reaction mixture is buffered by means of glacial acetic acid and concentrated in vacuo. The residue is treated with methylene chloride/sodium bicarbonate solution, whereupon the organic solution is dried and concentrated. By recrystallizatio... Starting materials: CC(C)O, CCc1c(CN2CC(C(=O)OC)C2)cccc1-c1nnc(-c2ccc(OC(C)C)c(Cl)c2)s1, Cl, [Na+], [OH-], O. Product: CCc1c(CN2CC(C(=O)O)C2)cccc1-c1nnc(-c2ccc(OC(C)C)c(Cl)c2)s1. RXN SMILES: [CH:37]([OH:38])([CH3:39])[CH3:40].[Cl:1][c:2]1[cH:3][c:4](-[c:12]2[n:13][n:14][c:15](-[c:17]3[c:18]([CH2:32][CH3:33])[c:19]([CH2:23][N:24]4[CH2:25][CH:26]([C:28](=[O:29])[O:30][CH3:31])[CH2:27]4)[cH:20][cH:21][cH:22]3)[s:16]2)[cH:5][cH:6][c:7]1[O:8][CH:9]([CH3:10])[CH3:11].[ClH:36].[Na+:35].[OH-:34].[OH2:41]>>[Cl:1][c:2]1[cH:3][c:4](-[c:12]2[n:13][n:14][c:15](-[c:17]3[c:18]([CH2:32][CH3:33])[c:19]([CH2:23][N:24]4[CH2:25][CH:26]([C:28](=[O:29])[OH:30])[CH2:27]4)[cH:20][cH:21][cH:22]3)[s:16]2)[cH:5][cH:6][c:7]1[O:8][CH:9]([CH3:10])[CH3:11].